This data is from the Open Reaction Database (ORD), a public repository of structured organic reaction records. The task is: describe an organic reaction: reactants, conditions, products, and yield The reactants are ClCCl, O=S(=O)(O)Cl, O, CC12CCC3(O)C(CCC4=CC(=O)CCC43C)C1CCC2=O. Yields the product CC12CCC(=O)C=C1CCC1C2=CCC2(C)C(=O)CCC12. Reaction SMILES: [CH2:29]([Cl:30])[Cl:31].[Cl:23][S:24]([OH:25])(=[O:26])=[O:27].[OH2:28].[OH:1][C:2]12[C:3]3([CH3:22])[CH2:4][CH2:5][C:6](=[O:21])[CH:7]=[C:8]3[CH2:9][CH2:10][CH:11]1[CH:12]1[CH2:13][CH2:14][C:15](=[O:20])[C:16]1([CH3:17])[CH2:18][CH2:19]2>>[C:2]12=[CH:19][CH2:18][C:16]3([CH3:17])[CH:12]([CH:11]1[CH2:10][CH2:9][C:8]1=[CH:7][C:6](=[O:21])[CH2:5][CH2:4][C:3]21[CH3:22])[CH2:13][CH2:14][C:15]3=[O:20].